From a dataset of the Open Reaction Database (ORD), a public repository of structured organic reaction records. describe an organic reaction: reactants, conditions, products, and yield The reactants are ClC1=NN2C(C(=CC=C2)NCC2=C(C=CC=C2)S(=O)(=O)C)=N1 ((2-chloro-[1,2,4]triazolo[1,5-a]pyridin-8-yl)-(2-methanesulfonyl-benzyl)-amine), CN1CCN(CC1)C1=CC=C(C=C1)N (4-(4-methyl-piperazin-1-yl)-phenylamine), C1(CCCCC1)P(C1=C(C=CC=C1)C1=C(C=CC=C1)P(C1CCCCC1)C1CCCCC1)C1CCCCC1 (2,2′-bis-dicyclohexylphosphanyl-biphenyl). Product: CS(=O)(=O)C1=C(CNC=2C=3N(C=CC2)N=C(N3)NC3=CC=C(C=C3)N3CCN(CC3)C)C=CC=C1 (N(8)-(2-Methanesulfonyl-benzyl)-N(2)-[4-(4-methyl-piperazin-1-yl)-phenyl]-[1,2,4]triazolo[1,5-a]pyridine-2,8-diamine), foam. The yield is 32.0%. RXN SMILES: Cl[C:2]1[N:22]=[C:5]2[C:6]([NH:10][CH2:11][C:12]3[CH:17]=[CH:16][CH:15]=[CH:14][C:13]=3[S:18]([CH3:21])(=[O:20])=[O:19])=[CH:7][CH:8]=[CH:9][N:4]2[N:3]=1.[CH3:23][N:24]1[CH2:29][CH2:28][N:27]([C:30]2[CH:35]=[CH:34][C:33]([NH2:36])=[CH:32][CH:31]=2)[CH2:26][CH2:25]1.C1(P(C2CCCCC2)C2C=CC=CC=2C2C=CC=CC=2P(C2CCCCC2)C2CCCCC2)CCCCC1>>[CH3:21][S:18]([C:13]1[CH:14]=[CH:15][CH:16]=[CH:17][C:12]=1[CH2:11][NH:10][C:6]1[C:5]2[N:4]([N:3]=[C:2]([NH:36][C:33]3[CH:32]=[CH:31][C:30]([N:27]4[CH2:26][CH2:25][N:24]([CH3:23])[CH2:29][CH2:28]4)=[CH:35][CH:34]=3)[N:22]=2)[CH:9]=[CH:8][CH:7]=1)(=[O:20])=[O:19]. Procedure: N(8)-(2-Methanesulfonyl-benzyl)-N(2)-[4-(4-methyl-piperazin-1-yl)-phenyl]-[1,2,4]triazolo[1,5-a]pyridine-2,8-diamine was prepared from (2-chloro-[1,2,4]triazolo[1,5-a]pyridin-8-yl)-(2-methanesulfonyl-benzyl)-amine (75.0 mg, 0.223 mmol) and 4-(4-methyl-piperazin-1-yl)-phenylamine (47.0 mg, 0.246 mmol) with 2,2′-bis-dicyclohexylphosphanyl-biphenyl (25.0 mg, 0.0457 mmol) as the ligand in a manner analogous to Example 2d. Product isolated as a tan foam (0.035 g, 32%). 1H NMR (400 MHz, CDCl3, δ, ppm)... Starting materials: CS(=O)(=O)Nc1ccc(C(=O)C2CCNCC2)cc1, CN(C)C=O, ClCCCc1ccncc1, Cl, Cl, [I-], [K+], [Na+], O=C([O-])O. The product is CS(=O)(=O)Nc1ccc(C(=O)C2CCN(CCCc3ccncc3)CC2)cc1, Cl, Cl. As a reaction SMILES: [CH3:2][S:3](=[O:4])(=[O:5])[NH:6][c:7]1[cH:8][cH:9][c:10]([C:11](=[O:12])[CH:13]2[CH2:14][CH2:15][NH:16][CH2:17][CH2:18]2)[cH:19][cH:20]1.[CH3:39][N:40]([CH3:41])[CH:42]=[O:43].[Cl:27][CH2:28][CH2:29][CH2:30][c:31]1[cH:32][cH:33][n:34][cH:35][cH:36]1.[ClH:1].[ClH:26].[I-:38].[K+:37].[Na+:21].[OH:22][C:23](=[O:24])[O-:25]>>[CH3:2][S:3](=[O:4])(=[O:5])[NH:6][c:7]1[cH:8][cH:9][c:10]([C:11](=[O:12])[CH:13]2[CH2:14][CH2:15][N:16]([CH2:28][CH2:29][CH2:30][c:31]3[cH:32][cH:33][n:34][cH:35][cH:36]3)[CH2:17][CH2:18]2)[cH:19][cH:20]1.[ClH:1].[ClH:27]. Reactants: C(C)(C)(C)OC(=O)NC=1C=CC(=C(CN(C(OC(C)(C)C)=O)C)C1)C1(CC1)C#N (tert-Butyl 5-((tert-butoxycarbonyl)amino)-2-(1-cyanocyclopropyl)benzyl(methyl)carbamate), Cl (HCl). The solvent is CCOC(=O)C (EtOAc), ClCCl (dichloromethane). Run at time 4 hour. Product: Cl.NC1=CC(=C(C=C1)C1(CC1)C#N)CNC (1-(4-Amino-2-((methylamino)methyl)phenyl)cyclopropanecarbonitrile hydrochloride). Isolated yield 97.9%. As a reaction SMILES: C(OC([NH:8][C:9]1[CH:10]=[CH:11][C:12]([C:25]2([C:28]#[N:29])[CH2:27][CH2:26]2)=[C:13]([CH:24]=1)[CH2:14][N:15](C)[C:16](=O)OC(C)(C)C)=O)(C)(C)C.[ClH:30]>CCOC(C)=O.ClCCl>[ClH:30].[NH2:8][C:9]1[CH:10]=[CH:11][C:12]([C:25]2([C:28]#[N:29])[CH2:27][CH2:26]2)=[C:13]([CH2:14][NH:15][CH3:16])[CH:24]=1 |f:4.5|. Procedure details: 36G (0.254 g, 0.633 mmol) was dissolved in EtOAc (3 mL) and dichloromethane (2 mL), then HCl (4M in dioxane) (2 mL, 8.00 mmol) was added. The reaction mixture was stirred for 4 h at rt. The solvent was removed under reduced pressure, and the residue was dried under high vacuum to give 36H (0.170 g, 0.620 mmol, 98% yield) as an off-white solid. MS (ESI) m/z: 202.2 [M+1]+. 1H NMR: (400 MHz, CD3OD) δ ppm 7.70 (1H, d, J=2.01 Hz), 7.67 (1H, d, J=8.28 Hz), 7.45 (1H, dd, J=8.28, 2.01 Hz), 4.61 (2H, s),...